From a dataset of the Open Reaction Database (ORD), a public repository of structured organic reaction records. describe an organic reaction: reactants, conditions, products, and yield The reactants are [BH4-], CO, COc1ccc(C=NC(C)CO)cc1, [Na+]. Product: COc1ccc(CNC(C)CO)cc1. RXN SMILES: [BH4-:15].[CH3:17][OH:18].[CH3:1][O:2][c:3]1[cH:4][cH:5][c:6]([CH:7]=[N:8][CH:9]([CH2:10][OH:11])[CH3:12])[cH:13][cH:14]1.[Na+:16]>>[CH3:1][O:2][c:3]1[cH:4][cH:5][c:6]([CH2:7][NH:8][CH:9]([CH2:10][OH:11])[CH3:12])[cH:13][cH:14]1. Reactants: N#CCc1ccc(Br)cc1, CC[N+](CC)(CC)Cc1ccccc1, CC, [Cl-], [Na+], [OH-]. Product: N#CC1(c2ccc(Br)cc2)CC1. RXN SMILES: [Br:3][c:4]1[cH:5][cH:6][c:7]([CH2:10][C:11]#[N:12])[cH:8][cH:9]1.[CH2:16]([N+:17]([CH2:18][CH3:19])([CH2:20][CH3:21])[CH2:22][CH3:23])[c:24]1[cH:25][cH:26][cH:27][cH:28][cH:29]1.[CH3:13][CH3:14].[Cl-:15].[Na+:2].[OH-:1]>>[Br:3][c:4]1[cH:5][cH:6][c:7]([C:10]2([C:11]#[N:12])[CH2:13][CH2:14]2)[cH:8][cH:9]1. Starting materials: CC(C)(C)OC(=O)N1CC(Oc2cccnc2)C1, ClCCl, O=C(O)C(F)(F)F. The product is c1cncc(OC2CNC2)c1. As a reaction SMILES: [C:1]([O:2][C:3](=[O:4])[N:8]1[CH2:9][CH:10]([O:12][c:13]2[cH:14][n:15][cH:16][cH:17][cH:18]2)[CH2:11]1)([CH3:5])([CH3:6])[CH3:7].[Cl:26][CH2:27][Cl:28].[F:19][C:20]([F:21])([F:22])[C:23]([OH:24])=[O:25]>>[NH:8]1[CH2:9][CH:10]([O:12][c:13]2[cH:14][n:15][cH:16][cH:17][cH:18]2)[CH2:11]1. Reactants: O=C1CN(C1)C(=O)OC(C)(C)C (3-oxo-1-(tert-butoxycarbonyl)azetidine), solution, C(C)(C)[Mg]Cl (isopropylmagnesium chloride), BrC1=C(C=CC=C1)F (1-bromo-2-fluorobenzene), [Cl-].[NH4+] (ammonium chloride). The solvent is O1CCCC1 (tetrahydrofuran), O1CCCC1 (tetrahydrofuran), O1CCCC1 (tetrahydrofuran). Run at temperature -25 celsius, time 30 minute. The product is FC1=C(C=CC=C1)C1(CN(C1)C(=O)OC(C)(C)C)O (3-(2-fluorophenyl)-3-hydroxy-1-(tert-butoxycarbonyl)-azetidine). Yield: 13.7%. Reaction SMILES: C([Mg]Cl)(C)C.Br[C:7]1[CH:12]=[CH:11][CH:10]=[CH:9][C:8]=1[F:13].[O:14]=[C:15]1[CH2:18][N:17]([C:19]([O:21][C:22]([CH3:25])([CH3:24])[CH3:23])=[O:20])[CH2:16]1.[Cl-].[NH4+]>O1CCCC1>[F:13][C:8]1[CH:9]=[CH:10][CH:11]=[CH:12][C:7]=1[C:15]1([OH:14])[CH2:16][N:17]([C:19]([O:21][C:22]([CH3:24])([CH3:23])[CH3:25])=[O:20])[CH2:18]1 |f:3.4|. Procedure: 3.1 ml (6.1 mmol) of a 2M solution of isopropylmagnesium chloride in tetrahydrofuran are added to a solution of 1.1 g (6.2 mmol) of 1-bromo-2-fluorobenzene in 4 ml of tetrahydrofuran, cooled beforehand to −25° C. After stirring for 30 minutes at −25° C., a solution of 0.65 g (3.7 mmol) of 3-oxo-1-(tert-butoxycarbonyl)azetidine in 7.5 ml of tetrahydrofuran is added. The reaction medium is stirred for 30 min and then a saturated aqueous solution of ammonium chloride is added. The organic compounds...